This data is from the Open Reaction Database (ORD), a public repository of structured organic reaction records. The task is: describe an organic reaction: reactants, conditions, products, and yield Reactants: CCC(=O)Cl, O=C1NC(Cc2ccccc2)CO1, C1CCOC1, [Li]CCCC. Product: CCC(=O)N1C(=O)OCC1Cc1ccccc1. RXN SMILES: [C:19]([CH2:20][CH3:21])(=[O:22])[Cl:23].[CH2:1]([c:2]1[cH:3][cH:4][cH:5][cH:6][cH:7]1)[CH:8]1[NH:9][C:10](=[O:13])[O:11][CH2:12]1.[CH2:24]1[O:25][CH2:26][CH2:27][CH2:28]1.[CH3:14][CH2:15][CH2:16][CH2:17][Li:18]>>[CH2:1]([c:2]1[cH:3][cH:4][cH:5][cH:6][cH:7]1)[CH:8]1[N:9]([C:19]([CH2:20][CH3:21])=[O:22])[C:10](=[O:13])[O:11][CH2:12]1. Reactants: O=C1c2cc3c(cc2CCC1Br)-c1ccc(Cl)cc1CO3, CCOC1CC(C(=O)O)N(C(=O)OC(C)(C)C)C1, CC#N, CCOC(C)=O, CCN(C(C)C)C(C)C. Yields the product CCOC1CC(C(=O)OC2CCc3cc4c(cc3C2=O)OCc2cc(Cl)ccc2-4)N(C(=O)OC(C)(C)C)C1. As a reaction SMILES: [Br:1][CH:2]1[C:3](=[O:21])[c:4]2[c:5]([cH:6][c:7]3[c:12]([cH:13]2)[O:11][CH2:10][c:9]2[c:8]-3[cH:17][cH:16][c:15]([Cl:18])[cH:14]2)[CH2:19][CH2:20]1.[C:22]([CH3:23])([CH3:24])([CH3:25])[O:26][C:27](=[O:28])[N:29]1[CH:30]([C:37](=[O:38])[OH:39])[CH2:31][CH:32]([O:34][CH2:35][CH3:36])[CH2:33]1.[CH3:49][C:50]#[N:51].[CH3:52][CH2:53][O:54][C:55]([CH3:56])=[O:57].[CH:40]([N:41]([CH2:42][CH3:43])[CH:44]([CH3:45])[CH3:46])([CH3:47])[CH3:48]>>[CH:2]1([O:39][C:37]([CH:30]2[N:29]([C:27]([O:26][C:22]([CH3:23])([CH3:24])[CH3:25])=[O:28])[CH2:33][CH:32]([O:34][CH2:35][CH3:36])[CH2:31]2)=[O:38])[C:3](=[O:21])[c:4]2[c:5]([cH:6][c:7]3[c:12]([cH:13]2)[O:11][CH2:10][c:9]2[c:8]-3[cH:17][cH:16][c:15]([Cl:18])[cH:14]2)[CH2:19][CH2:20]1. Reactants: C([O-])([O-])=O.[Na+].[Na+] (sodium carbonate), ClC1=C(C=NC=2C=C3C(=CC12)N=CN3CCN3CCOCC3)C#N (8-chloro-3-[2-(4-morpholinyl)ethyl]-3H-imidazo[4,5-g]quinoline-7-carbonitrile), ClC1=CC(=C(N)C=C1OC)C (4-chloro-5-methoxy-2-methyl aniline), Cl.N1=CC=CC=C1 (pyridine hydrochloride). Solvent: O (water), C(C)OCCO (2-ethoxyethanol). Run at temperature 132.5 celsius. The product is ClC1=CC(=C(NC2=NC=3C4=C(C=CC3C=C2C#N)N(C=N4)CCN4CCOCC4)C=C1OC)C (8-(4-Chloro-5-methoxy-2-methylanilino)-3-[2-(4-morpholinyl)ethyl]-3H-imidazo[4,5]quinoline-7-carbonitrile). Yield: 69.9%. RXN SMILES: Cl[C:2]1[C:11]2[CH:10]=[C:9]3[N:12]=[CH:13][N:14]([CH2:15][CH2:16][N:17]4[CH2:22][CH2:21][O:20][CH2:19][CH2:18]4)[C:8]3=[CH:7][C:6]=2[N:5]=[CH:4][C:3]=1[C:23]#[N:24].[Cl:25][C:26]1[C:32]([O:33][CH3:34])=[CH:31][C:29]([NH2:30])=[C:28]([CH3:35])[CH:27]=1.Cl.N1C=CC=CC=1.C(=O)([O-])[O-].[Na+].[Na+]>C(OCCO)C.O>[Cl:25][C:26]1[C:32]([O:33][CH3:34])=[CH:31][C:29]([NH:30][C:4]2[C:3]([C:23]#[N:24])=[CH:2][C:11]3[CH:6]=[CH:7][C:8]4[N:14]([CH2:15][CH2:16][N:17]5[CH2:22][CH2:21][O:20][CH2:19][CH2:18]5)[CH:13]=[N:12][C:9]=4[C:10]=3[N:5]=2)=[C:28]([CH3:35])[CH:27]=1 |f:2.3,4.5.6|. Procedure: A mixture of 86.5 mg (0.25 mmol) of 8-chloro-3-[2-(4-morpholinyl)ethyl]-3H-imidazo[4,5-g]quinoline-7-carbonitrile, 67.2 mg (0.39 mmol) of 4-chloro-5-methoxy-2-methyl aniline and 28.9 mg (0.25 mmol) of pyridine hydrochloride in 3 mL of 2-ethoxyethanol is heated at 130-135° C. for 11 hours. After cooling, the mixture is diluted with water and neutralized with 2 equivalents of sodium carbonate, and then extracted with ethyl acetate. The separated organic layer is washed with brine and dried over so... The reactants are NC1=NNC=C1C(=O)OCC (3-amino-4-carboethoxypyrazole), CN(C=CC(=O)C1=CSC=C1)C (3-dimethylamino-1-(3-thienyl)-2-propen-1-one). Solvent: C(C)(=O)O (acetic acid). The product is C(C)OC(=O)C=1C=NN2C1N=CC=C2C2=CSC=C2 (7-(3-Thienyl)pyrazolo[1,5-a]pyrimidine-3-carboxylic acid ethyl ester). RXN SMILES: [NH2:1][C:2]1[C:6]([C:7]([O:9][CH2:10][CH3:11])=[O:8])=[CH:5][NH:4][N:3]=1.CN(C)[CH:14]=[CH:15][C:16]([C:18]1[CH:22]=[CH:21][S:20][CH:19]=1)=O>C(O)(=O)C>[CH2:10]([O:9][C:7]([C:6]1[CH:5]=[N:4][N:3]2[C:16]([C:18]3[CH:22]=[CH:21][S:20][CH:19]=3)=[CH:15][CH:14]=[N:1][C:2]=12)=[O:8])[CH3:11]. Reported procedure: As for Example 2, 3.10 g. of 3-amino-4-carboethoxypyrazole is heated at reflux temperature for 10 hours with 3.62 g. of 3-dimethylamino-1-(3-thienyl)-2-propen-1-one in 25 ml. of glacial acetic acid to give 4.40 g. of the product of the example as tan crystals, m.p. 129°-130° C. Starting materials: N1C(CCCC1=O)=O (piperidin-2,6-dione), C(CC)C1=C(C=CC=2C(=NOC21)C(F)(F)F)OCCCBr (7-propyl-3-(trifluoromethyl)-6-(3-bromopropyloxy)-1,2-benzisoxazole). Yields the product C(CC)C1=C(C=CC=2C(=NOC21)C(F)(F)F)OCCCN2C(CCCC2=O)=O (1-(3-{[7-propyl-3-(trifluoromethyl)-1,2-benzisoxazol-6-yl]oxy}propyl)piperidin-2,6-dione). Reaction SMILES: [NH:1]1[C:6](=[O:7])[CH2:5][CH2:4][CH2:3][C:2]1=[O:8].[CH2:9]([C:12]1[C:20]2[O:19][N:18]=[C:17]([C:21]([F:24])([F:23])[F:22])[C:16]=2[CH:15]=[CH:14][C:13]=1[O:25][CH2:26][CH2:27][CH2:28]Br)[CH2:10][CH3:11]>>[CH2:9]([C:12]1[C:20]2[O:19][N:18]=[C:17]([C:21]([F:22])([F:24])[F:23])[C:16]=2[CH:15]=[CH:14][C:13]=1[O:25][CH2:26][CH2:27][CH2:28][N:1]1[C:6](=[O:7])[CH2:5][CH2:4][CH2:3][C:2]1=[O:8])[CH2:10][CH3:11]. Procedure details: 1-(3-{[7-Propyl-3-(trifluoromethyl)-1,2-benzisoxazol-6-yl]oxy}propyl)-piperidin-2,6-dione was prepared as for Example 10 from piperidin-2,6-dione and the bromide from Example 7. After aqueous work-up and silica gel chromatography, the title compound was obtained. Reactants: BrC(C)C1(OCCO1)C1=CC2=CC=C(C=C2C=C1)OC (2-(1-bromoethyl)-2-(6-methoxy-2-naphthyl)-1,3-dioxolane), C(C)(=O)[O-].[K+] (potassium acetate). Solvent: C(=O)N (formamide). Reaction conditions: temperature 170 celsius, time 2.5 hour. Product: COC=1C=C2C=CC(=CC2=CC1)C(C(=O)O)C (2-(6-methoxy-2-naphthyl)-propionic acid). Yield: 52.0%. Reaction SMILES: Br[CH:2]([C:4]1([C:9]2[CH:18]=[CH:17][C:16]3[C:11](=[CH:12][CH:13]=[C:14]([O:19][CH3:20])[CH:15]=3)[CH:10]=2)OCCO1)C.[C:21]([O-:24])(=[O:23])C.[K+]>C(N)=O>[CH3:20][O:19][C:14]1[CH:15]=[C:16]2[C:11](=[CH:12][CH:13]=1)[CH:10]=[C:9]([CH:4]([CH3:2])[C:21]([OH:24])=[O:23])[CH:18]=[CH:17]2 |f:1.2|. Reported procedure: A mixture of 2-(1-bromoethyl)-2-(6-methoxy-2-naphthyl)-1,3-dioxolane (3.37 g; 10 mmol), potassium acetate (1.2 g; 12 mmol) and formamide (50 ml) is heated under stirring at 170° C. for 2.5 h. The reaction mixture is worked up as described in example 1a to provide 2-(6-methoxy-2-naphthyl)-propionic acid (yield 52%). Starting materials: O=C(Nc1ccc(F)cc1)c1ccc(Br)nc1, COC(=O)CO, C1CCOC1, CC(C)(C)[O-], [K+]. The product is COC(=O)COc1ccc(C(=O)Nc2ccc(F)cc2)cn1. Reaction SMILES: [Br:1][c:2]1[n:3][cH:4][c:5]([C:6](=[O:7])[NH:8][c:9]2[cH:10][cH:11][c:12]([F:15])[cH:13][cH:14]2)[cH:16][cH:17]1.[C:18]([CH2:19][OH:20])(=[O:21])[O:22][CH3:23].[CH2:30]1[O:31][CH2:32][CH2:33][CH2:34]1.[CH3:24][C:25]([CH3:26])([O-:27])[CH3:28].[K+:29]>>[c:2]1([O:20][CH2:19][C:18](=[O:21])[O:22][CH3:23])[n:3][cH:4][c:5]([C:6](=[O:7])[NH:8][c:9]2[cH:10][cH:11][c:12]([F:15])[cH:13][cH:14]2)[cH:16][cH:17]1.